Dataset: the Open Reaction Database (ORD), a public repository of structured organic reaction records. Task: describe an organic reaction: reactants, conditions, products, and yield The reactants are CCOC(=O)COc1ccc2c(c1)C(=O)CO2, CCO, CC(=O)O, CCOC(C)=O, CCCCCC, [Cl-], [Na+], C1CCOC1, O, O=S(=O)(O)O. The product is O=C(O)COc1ccc2c(c1)C(=O)CO2. As a reaction SMILES: [CH2:1]([CH3:2])[O:3][C:4](=[O:5])[CH2:6][O:7][c:8]1[cH:9][c:10]2[c:11]([cH:16][cH:17]1)[O:12][CH2:13][C:14]2=[O:15].[CH3:31][CH2:32][OH:33].[CH3:34][C:35](=[O:36])[OH:37].[CH3:38][CH2:39][O:40][C:41](=[O:42])[CH3:43].[CH3:44][CH2:45][CH2:46][CH2:47][CH2:48][CH3:49].[Cl-:24].[Na+:25].[O:26]1[CH2:27][CH2:28][CH2:29][CH2:30]1.[OH2:18].[S:19](=[O:20])(=[O:21])([OH:22])[OH:23]>>[O:3]=[C:4]([OH:5])[CH2:6][O:7][c:8]1[cH:9][c:10]2[c:11]([cH:16][cH:17]1)[O:12][CH2:13][C:14]2=[O:15]. The reactants are CN(C(CC1=CN(C2=C(C=C(C(=C12)OC)CCC(=O)OC)F)CC)=O)C (methyl 3-(3-(2-(dimethylamino)-2-oxoethyl)-7-fluoro-4-methoxy-1-ethyl-1H-indol-5-yl)propanoate), [H-].[H-].[H-].[H-].[Li+].[Al+3] (LiAlH4), Na2SO4.10H2O. The solvent is C1CCOC1 (THF). Reaction conditions: time 2 hour. Yields the product CN(CCC1=CN(C2=C(C=C(C(=C12)OC)CCCO)F)CC)C (3-(3-(2-(dimethylamino)ethyl)-7-fluoro-4-methoxy-1-ethyl-1H-indol-5-yl)propan-1-ol). Isolated yield 22.2%. Reaction SMILES: [CH3:1][N:2]([CH3:26])[C:3](=O)[CH2:4][C:5]1[C:13]2[C:8](=[C:9]([F:22])[CH:10]=[C:11]([CH2:16][CH2:17][C:18](OC)=[O:19])[C:12]=2[O:14][CH3:15])[N:7]([CH2:23][CH3:24])[CH:6]=1.[H-].[H-].[H-].[H-].[Li+].[Al+3]>C1COCC1>[CH3:26][N:2]([CH3:1])[CH2:3][CH2:4][C:5]1[C:13]2[C:8](=[C:9]([F:22])[CH:10]=[C:11]([CH2:16][CH2:17][CH2:18][OH:19])[C:12]=2[O:14][CH3:15])[N:7]([CH2:23][CH3:24])[CH:6]=1 |f:1.2.3.4.5.6|. Procedure details: To a solution of 27-2 (150 mg, 0.42 mmol) in anhydrous THF (20 mL) was added LiAlH4 (78 mg, 2.05 mmol) and the mixture was stirred at room temperature for two hours. Na2SO4.10H2O was added, the solid was filtered off and washed with ethylacetate (20 mL). The filtrate was concentrated in under vacuum. The resulting residue was purified by column chromatographyon (DCM:MeOH=50:1) to afford compound 27-3 (30 mg, 23%) as a white solid. 1H-NMR (400 MHz, MeOD-d6): δ (ppm) 7.02 (s, 1H), 6.65 (d, J=13.2 ...